Dataset: the Open Reaction Database (ORD), a public repository of structured organic reaction records. Task: describe an organic reaction: reactants, conditions, products, and yield Reactants: Example 1b ( e ), O[C@@H]1C[C@H](N(C1)CCC#N)CO (3-[(2S,4R)-4-hydroxy-2-hydroxymethylpyrrolidin-1-yl]propionitrile), C(C)N(C(C1=C(C(=CC=C1)C)C)=O)CC (N,N-diethyl-2,3-dimethylbenzamide). The product is O[C@@H]1C[C@H](N(C1)CCC=1NC(C2=CC=CC(=C2C1)C)=O)CO (3-{2-[(2S,4R)-4-hydroxy-2-hydroxymethylpyrrolidin-1-yl]ethyl}-5-methyl-2H-isoquinolin-1-one). RXN SMILES: [OH:1][C@H:2]1[CH2:6][N:5]([CH2:7][CH2:8][C:9]#[N:10])[C@H:4]([CH2:11][OH:12])[CH2:3]1.C(N(CC)[C:16](=[O:25])[C:17]1[CH:22]=[CH:21][CH:20]=[C:19]([CH3:23])[C:18]=1[CH3:24])C>>[OH:1][C@H:2]1[CH2:6][N:5]([CH2:7][CH2:8][C:9]2[NH:10][C:16](=[O:25])[C:17]3[C:18]([CH:24]=2)=[C:19]([CH3:23])[CH:20]=[CH:21][CH:22]=3)[C@H:4]([CH2:11][OH:12])[CH2:3]1. Procedure details: In the same manner as in Example 10b (a) and using (3R,5S)-5-hydroxymethylpyrrolidin-3-ol described in Collect. Czech. Chem. Commun., vol. 61, pp. S234-S237 (1996), 3-[(2S,4R)-4-hydroxy-2-hydroxymethylpyrrolidin-1-yl]propionitrile is obtained. In the same manner as in Example 1b (e) and using 3-[(2S,4R)-4-hydroxy-2-hydroxymethylpyrrolidin-1-yl]propionitrile and N,N-diethyl-2,3-dimethylbenzamide, 3-{2-[(2S,4R)-4-hydroxy-2-hydroxymethylpyrrolidin-1-yl]ethyl}-5-methyl-2H-isoquinolin-1-one is obtain... Reactants: O=C(CCNC(C(=O)OCC)CCCCCCC(=O)OCC)CCCCC (Diethyl 2-(3-oxooctylamino)nonanedioate), [O-]C#N.[K+] (potassium cyanate), Cl (hydrochloric acid). Yields the product C(C)OC(=O)CCCCCCC1C(NC(N1CCC(CCCCC)=O)=O)=O (5-(6-ethoxycarbonylhexyl)-1-(3-oxo-octyl)hydantoin). As a reaction SMILES: [O:1]=[C:2]([CH2:23][CH2:24][CH2:25][CH2:26][CH3:27])[CH2:3][CH2:4][NH:5][CH:6]([CH2:12][CH2:13][CH2:14][CH2:15][CH2:16][CH2:17][C:18]([O:20][CH2:21][CH3:22])=[O:19])[C:7]([O:9]CC)=O.[O-:28][C:29]#[N:30].[K+].Cl>>[CH2:21]([O:20][C:18]([CH2:17][CH2:16][CH2:15][CH2:14][CH2:13][CH2:12][CH:6]1[N:5]([CH2:4][CH2:3][C:2](=[O:1])[CH2:23][CH2:24][CH2:25][CH2:26][CH3:27])[C:29](=[O:28])[NH:30][C:7]1=[O:9])=[O:19])[CH3:22] |f:1.2|. Procedure details: Diethyl 2-(3-oxooctylamino)nonanedioate (7.7 g) prepared by the method described in Example 1B was treated with potassium cyanate and hydrochloric acid to give 5-(6-ethoxycarbonylhexyl)-1-(3-oxo-octyl)hydantoin. Hydrolysis of this ester using sodium hydroxide solution gave 5-(6-carboxyhexyl)-1-(3-oxooctyl)hydantoin as a viscous oil, which crystallised to a low-melting solid. The reactants are CCO, FC(F)(F)c1cccc(CCl)c1, S=C1NC(c2ccccc2)C(c2ccccc2)N1. Reaction SMILES: [CH3:31][CH2:32][OH:33].[F:19][C:20]([c:21]1[cH:22][c:23]([CH2:24][Cl:25])[cH:26][cH:27][cH:28]1)([F:29])[F:30].[c:1]1([CH:7]2[NH:8][C:9](=[S:18])[NH:10][CH:11]2[c:12]2[cH:13][cH:14][cH:15][cH:16][cH:17]2)[cH:2][cH:3][cH:4][cH:5][cH:6]1>>[ClH:25].[c:1]1([CH:7]2[NH:8][C:9]([S:18][CH2:24][c:23]3[cH:22][c:21]([C:20]([F:19])([F:29])[F:30])[cH:28][cH:27][cH:26]3)=[N:10][CH:11]2[c:12]2[cH:13][cH:14][cH:15][cH:16][cH:17]2)[cH:2][cH:3][cH:4][cH:5][cH:6]1. Product: Cl, FC(F)(F)c1cccc(CSC2=NC(c3ccccc3)C(c3ccccc3)N2)c1. Reactants: NOCCCCOc1c(Cl)cc(OCC=C(Cl)Cl)cc1Cl, Cl, CC(=O)c1ccc(C(F)(F)F)cc1, O=C(O)CC(O)(CC(=O)O)C(=O)O, c1ccncc1. Yields the product CC(=NOCCCCOc1c(Cl)cc(OCC=C(Cl)Cl)cc1Cl)c1ccc(C(F)(F)F)cc1. Reaction SMILES: [Cl:15][c:16]1[c:17]([O:18][CH2:19][CH2:20][CH2:21][CH2:22][O:23][NH2:24])[c:25]([Cl:35])[cH:26][c:27]([O:29][CH2:30][CH:31]=[C:32]([Cl:33])[Cl:34])[cH:28]1.[ClH:14].[F:1][C:2]([c:3]1[cH:4][cH:5][c:6]([C:9]([CH3:10])=[O:11])[cH:7][cH:8]1)([F:12])[F:13].[OH:36][C:37]([CH2:38][C:39]([C:40](=[O:41])[OH:42])([CH2:43][C:44](=[O:45])[OH:46])[OH:47])=[O:48].[cH:49]1[cH:50][cH:51][n:52][cH:53][cH:54]1>>[F:1][C:2]([c:3]1[cH:4][cH:5][c:6]([C:9]([CH3:10])=[N:24][O:23][CH2:22][CH2:21][CH2:20][CH2:19][O:18][c:17]2[c:16]([Cl:15])[cH:28][c:27]([O:29][CH2:30][CH:31]=[C:32]([Cl:33])[Cl:34])[cH:26][c:25]2[Cl:35])[cH:7][cH:8]1)([F:12])[F:13]. The reactants are O (water), CN(C=CC(=O)C1=C(C=CC(=C1)F)OCCC)C (3-dimethylamino-1-(5-fluoro-2-propoxyphenyl)-2-propene-1-one), C(#N)CC(=O)N (cyanoacetamide), C[O-].[Na+] (sodium methoxide). Run in C(C)(=O)O (acetic acid), CN(C=O)C (dimethylformamide). Yields the product C(#N)C=1C(NC(=CC1)C1=C(C=CC(=C1)F)OCCC)=O (3-Cyano-6-(5-fluoro-2-propoxyphenyl)-2(1H)-pyridinone). Reaction SMILES: CN(C)[CH:3]=[CH:4][C:5]([C:7]1[CH:12]=[C:11]([F:13])[CH:10]=[CH:9][C:8]=1[O:14][CH2:15][CH2:16][CH3:17])=O.[C:19]([CH2:21][C:22]([NH2:24])=[O:23])#[N:20].C[O-].[Na+].O>CN(C)C=O.C(O)(=O)C>[C:19]([C:21]1[C:22](=[O:23])[NH:24][C:5]([C:7]2[CH:12]=[C:11]([F:13])[CH:10]=[CH:9][C:8]=2[O:14][CH2:15][CH2:16][CH3:17])=[CH:4][CH:3]=1)#[N:20] |f:2.3|. Procedure details: A stirred mixture of 3-dimethylamino-1-(5-fluoro-2-propoxyphenyl)-2-propene-1-one (2.46 g), cyanoacetamide (0.93 g), sodium methoxide (from 50% sodium hydride, 1.69 g, and methanol, 0.85 ml) in dimethylformamide (20 ml) was heated under reflux for 7 hours. The mixture was poured into water (150 ml) and acetic acid added to pH 4 to give a crude product. Recrystallization twice from acetonitrile gave a solid, 0.68 g, which was washed with petroleum ether and recrystallized again from acetonitrile ... Starting materials: C1CCOC1, COC(=O)C1CCCN1C(=O)C(NC(=O)OCc1ccccc1)C(C)C, Cl, [Li+], [OH-]. The product is CC(C)C(NC(=O)OCc1ccccc1)C(=O)N1CCCC1C(=O)O. RXN SMILES: [CH2:30]1[O:31][CH2:32][CH2:33][CH2:34]1.[CH3:1][O:2][C:3]([CH:4]1[N:5]([C:9]([CH:10]([NH:11][C:12](=[O:13])[O:14][CH2:15][c:16]2[cH:17][cH:18][cH:19][cH:20][cH:21]2)[CH:22]([CH3:23])[CH3:24])=[O:25])[CH2:6][CH2:7][CH2:8]1)=[O:26].[ClH:29].[Li+:28].[OH-:27]>>[O:2]=[C:3]([CH:4]1[N:5]([C:9]([CH:10]([NH:11][C:12](=[O:13])[O:14][CH2:15][c:16]2[cH:17][cH:18][cH:19][cH:20][cH:21]2)[CH:22]([CH3:23])[CH3:24])=[O:25])[CH2:6][CH2:7][CH2:8]1)[OH:26]. Reactants: N=C1NC(=O)CS1, O=Cc1ccc2nccnc2c1. As a reaction SMILES: [NH:13]=[C:14]1[S:15][CH2:16][C:17](=[O:19])[NH:18]1.[n:1]1[cH:2][cH:3][n:4][c:5]2[cH:6][c:7]([CH:11]=[O:12])[cH:8][cH:9][c:10]12>>[n:1]1[cH:2][cH:3][n:4][c:5]2[cH:6][c:7]([CH:11]=[C:16]3[S:15][C:14](=[NH:13])[NH:18][C:17]3=[O:19])[cH:8][cH:9][c:10]12. Product: N=C1NC(=O)C(=Cc2ccc3nccnc3c2)S1. The product is CC(C)(C)n1cc(C(=O)O)c(=O)c2cc3cc(F)c(N4CCNCC4)cc3nc21. As a reaction SMILES: [CH2:25]1[CH2:26][NH:27][CH2:28][CH2:29][NH:30]1.[Cl:1][c:2]1[c:3]([F:24])[cH:4][c:5]2[c:6]([n:7][c:8]3[n:9]([C:19]([CH3:20])([CH3:21])[CH3:22])[cH:10][c:11]([C:16](=[O:17])[OH:18])[c:12](=[O:15])[c:13]3[cH:14]2)[cH:23]1.[cH:31]1[cH:32][cH:33][n:34][cH:35][cH:36]1>>[c:2]1([N:27]2[CH2:26][CH2:25][NH:30][CH2:29][CH2:28]2)[c:3]([F:24])[cH:4][c:5]2[c:6]([n:7][c:8]3[n:9]([C:19]([CH3:20])([CH3:21])[CH3:22])[cH:10][c:11]([C:16](=[O:17])[OH:18])[c:12](=[O:15])[c:13]3[cH:14]2)[cH:23]1. Reactants: C1CNCCN1, CC(C)(C)n1cc(C(=O)O)c(=O)c2cc3cc(F)c(Cl)cc3nc21, c1ccncc1. Starting materials: BrC1=C(C=CC=C1)CC(=O)O (2-bromophenylacetic acid), COC1=CC(=CC=C1)N (m-anisidine). The product is COC=1C=C(C=CC1)NC1=C(C=CC=C1)CC(=O)O (2-[(3-methoxyphenyl)amino]phenylacetic acid). RXN SMILES: Br[C:2]1[CH:7]=[CH:6][CH:5]=[CH:4][C:3]=1[CH2:8][C:9]([OH:11])=[O:10].[CH3:12][O:13][C:14]1[CH:19]=[CH:18][CH:17]=[C:16]([NH2:20])[CH:15]=1>>[CH3:12][O:13][C:14]1[CH:15]=[C:16]([NH:20][C:2]2[CH:7]=[CH:6][CH:5]=[CH:4][C:3]=2[CH2:8][C:9]([OH:11])=[O:10])[CH:17]=[CH:18][CH:19]=1. Procedure details: In the manner described in example 3, 2-bromophenylacetic acid is condensed with m-anisidine to yield 2-[(3-methoxyphenyl)amino]phenylacetic acid.